Dataset: the Open Reaction Database (ORD), a public repository of structured organic reaction records. Task: describe an organic reaction: reactants, conditions, products, and yield Reactants: BrCC=1C=C(C(=O)OC)C=CC1 (methyl 3-(bromomethyl)benzoate), [N+](CCCC)(CCCC)(CCCC)CCCC.[F-] (Bu4NF), [NH4+].[Cl-] (NH4Cl), FC1=CC=C(C=C1)C(C#N)O[Si](C)(C)C (2-(4-fluorophenyl)-2-[(trimethylsilyl)oxy]acetonitrile), [Li+].C[Si](C)(C)[N-][Si](C)(C)C (LHMDS). Run in C1CCOC1 (THF), C(Cl)Cl (CH2Cl2), C1CCOC1 (THF). Reaction conditions: time 15 minute. Product: FC1=CC=C(C=C1)C(CC=1C=C(C(=O)OC)C=CC1)=O (methyl 3-[2-(4-fluorophenyl)-2-oxoethyl]benzoate). Yield: 75.2%. RXN SMILES: [F:1][C:2]1[CH:7]=[CH:6][C:5]([CH:8]([O:11][Si](C)(C)C)[C:9]#N)=[CH:4][CH:3]=1.[Li+].C[Si]([N-][Si](C)(C)C)(C)C.BrC[C:28]1[CH:29]=[C:30]([CH:35]=[CH:36][CH:37]=1)[C:31]([O:33][CH3:34])=[O:32].[N+](CCCC)(CCCC)(CCCC)CCCC.[F-].[NH4+].[Cl-]>C1COCC1.C(Cl)Cl>[F:1][C:2]1[CH:7]=[CH:6][C:5]([C:8](=[O:11])[CH2:9][C:28]2[CH:29]=[C:30]([CH:35]=[CH:36][CH:37]=2)[C:31]([O:33][CH3:34])=[O:32])=[CH:4][CH:3]=1 |f:1.2,4.5,6.7|. Procedure: To a solution of the TMS cyanohydrin from Example 1, Step 1 (3.70 g, 16.6 mmol) in THF (40 mL) under N2 at −78° C. was added slowly a solution of LHMDS (18.2 mL, 18.2 mmol, 1.0 M/THF). After 15 min. at −78° C., a solution of methyl 3-(bromomethyl)benzoate (3.99 g, 17.4 mmol) in THF (20 mL) was added via double-tipped needle. The reaction was allowed to warm slowly to r.t. over 1 h. and was then stirred at r.t. for 2.5 h. Bu4NF (33 mL, 33 mmol, 1M/THF) was then added and the mixture was stirred f... Starting materials: ClC1=CC=C(C=C[N+](=O)[O-])C=C1 (4-chloro-β-nitrostyrene), [Cl-].[NH4+] (ammonium chloride), C(C)(C)NC(C)C (diisopropylamine), solution, C(CCC)[Li] (n-butyllithium), C(C)OC(OCC)P(OCC)(=O)C (ethyl (diethoxymethyl)methylphosphinate). The solvent is O1CCCC1 (tetrahydrofuran), O1CCCC1 (tetrahydrofuran), CCCCCC (hexane), O1CCCC1 (tetrahydrofuran). Reaction conditions: time 10 minute. Yields the product ClC1=CC=C(C=C1)C(CP(OCC)(=O)C(OCC)OCC)C[N+](=O)[O-] (ethyl 2-(4-chlorophenyl)-3-nitropropyl(diethoxymethyl)phosphinate). As a reaction SMILES: C(NC(C)C)(C)C.C([Li])CCC.[CH2:13]([O:15][CH:16]([P:20]([CH3:25])(=[O:24])[O:21][CH2:22][CH3:23])[O:17][CH2:18][CH3:19])[CH3:14].[Cl:26][C:27]1[CH:37]=[CH:36][C:30]([CH:31]=[CH:32][N+:33]([O-:35])=[O:34])=[CH:29][CH:28]=1.[Cl-].[NH4+]>O1CCCC1.CCCCCC>[Cl:26][C:27]1[CH:28]=[CH:29][C:30]([CH:31]([CH2:32][N+:33]([O-:35])=[O:34])[CH2:25][P:20]([CH:16]([O:17][CH2:18][CH3:19])[O:15][CH2:13][CH3:14])(=[O:24])[O:21][CH2:22][CH3:23])=[CH:36][CH:37]=1 |f:4.5|. Procedure: To a solution of 1.16 g of diisopropylamine in 40 ml of tetrahydrofuran at -78° C. under an atmosphere of nitrogen are added 7.2 ml of a 1.6M solution of n-butyllithium in hexane. This solution is then stirred for a period of 10 minutes at this temperature, after which time a solution of 2.0 g of ethyl (diethoxymethyl)methylphosphinate in 20 ml of tetrahydrofuran is added. This mixture is then stirred for a period of 1 hour at -78° C. after which time a solution of 1.75 g of 4-chloro-β-nitrostyr... As a reaction SMILES: [Al+3:35].[CH2:45]([O:46][CH2:47][CH3:48])[CH3:49].[H-:34].[H-:37].[H-:38].[H-:39].[Li+:36].[O:1]1[CH2:2][CH2:3][N:4]([c:7]2[cH:8][cH:9][c:10]([NH:13][c:14]3[n:15][cH:16][c:17]4[c:18]([n:19]3)[c:20](-[c:23]3[cH:24][cH:25][c:26]([C:27](=[O:28])[O:29][CH2:30][CH3:31])[cH:32][cH:33]3)[cH:21][s:22]4)[cH:11][n:12]2)[CH2:5][CH2:6]1.[O:40]1[CH2:41][CH2:42][CH2:43][CH2:44]1>>[O:1]1[CH2:2][CH2:3][N:4]([c:7]2[cH:8][cH:9][c:10]([NH:13][c:14]3[n:15][cH:16][c:17]4[c:18]([n:19]3)[c:20](-[c:23]3[cH:24][cH:25][c:26]([CH2:27][OH:28])[cH:32][cH:33]3)[cH:21][s:22]4)[cH:11][n:12]2)[CH2:5][CH2:6]1. Product: OCc1ccc(-c2csc3cnc(Nc4ccc(N5CCOCC5)nc4)nc23)cc1. Starting materials: [Al+3], CCOCC, [H-], [H-], [H-], [H-], [Li+], CCOC(=O)c1ccc(-c2csc3cnc(Nc4ccc(N5CCOCC5)nc4)nc23)cc1, C1CCOC1. Reactants: CC(C)CN, CN1CCCC1=O, CO, O=C1NC(=O)C(=Cc2cnn3c(NC4CC4)cc(Cl)nc23)S1. Product: CC(C)CNc1cc(NC2CC2)n2ncc(C=C3SC(=O)NC3=O)c2n1. Reaction SMILES: [CH3:23][CH:24]([CH2:25][NH2:26])[CH3:27].[CH3:28][N:29]1[CH2:30][CH2:31][CH2:32][C:33]1=[O:34].[CH3:35][OH:36].[Cl:1][c:2]1[n:3][c:4]2[n:5]([c:6]([NH:8][CH:9]3[CH2:10][CH2:11]3)[cH:7]1)[n:12][cH:13][c:14]2[CH:15]=[C:16]1[C:17](=[O:22])[NH:18][C:19](=[O:21])[S:20]1>>[c:2]1([NH:26][CH2:25][CH:24]([CH3:23])[CH3:27])[n:3][c:4]2[n:5]([c:6]([NH:8][CH:9]3[CH2:10][CH2:11]3)[cH:7]1)[n:12][cH:13][c:14]2[CH:15]=[C:16]1[C:17](=[O:22])[NH:18][C:19](=[O:21])[S:20]1. Reactants: )/( Z ), ClCCCC(C(=O)NNC(=O)OC(C)(C)C)=CC1=CC=CC=C1 (tert-butyl N′-[5-chloro-2-(1-phenylmethylidene)pentanoyl]hydrazinecarboxylate), [H][H] (hydrogen). The reagents and catalysts are [C].[Pd] (palladium-carbon). Solvent: C(C)O (ethanol). Yields the product C(C1=CC=CC=C1)C1C(N(CCC1)NC(OC(C)(C)C)=O)=O (tert-butyl (3-benzyl-2-oxopiperidin-1-yl)carbamate). Reaction SMILES: Cl[CH2:2][CH2:3][CH2:4][C:5](=[CH:17][C:18]1[CH:23]=[CH:22][CH:21]=[CH:20][CH:19]=1)[C:6]([NH:8][NH:9][C:10]([O:12][C:13]([CH3:16])([CH3:15])[CH3:14])=[O:11])=[O:7].[H][H]>C(O)C.[C].[Pd]>[CH2:17]([CH:5]1[CH2:4][CH2:3][CH2:2][N:8]([NH:9][C:10](=[O:11])[O:12][C:13]([CH3:16])([CH3:15])[CH3:14])[C:6]1=[O:7])[C:18]1[CH:23]=[CH:22][CH:21]=[CH:20][CH:19]=1 |f:3.4|. Procedure details: 10% palladium-carbon powder (50.36% aqueous, 1.92 g) was added to a solution of the (E)/(Z) mixture of tert-butyl N′-[5-chloro-2-(1-phenylmethylidene)pentanoyl]hydrazinecarboxylate obtained in the process of Example 12 in ethanol (20 mL), and the reaction solution was stirred in a hydrogen atmosphere at room temperature for 10 days. Thereafter, the reaction solution was filtered through celite and the solvent was evaporated under reduced pressure. DBU (0.598 mL) was added to a solution of the re... Reactants: OCC1=C2C=CN(C2=CC=C1O)S(=O)(=O)C1=CC=CC=C1 (4-(Hydroxymethyl)-1-(phenylsulfonyl)-1H-indol-5-ol), OCC1=C2C=CN(C2=CC=C1O)S(=O)(=O)C1=CC=CC=C1 (4-(Hydroxymethyl)-1-(phenylsulfonyl)-1H-indol-5-ol). Reagents/catalysts: [O-2].[O-2].[Mn+4] (manganese dioxide). Solvent: C(Cl)Cl (DCM). Run at time 2 hour. The product is OC1=C(C=2C=CN(C2C=C1)S(=O)(=O)C1=CC=CC=C1)C=O (5-Hydroxy-1-(phenylsulfonyl)-1H-indole-4-carbaldehyde). Yield: 45.8%. RXN SMILES: [OH:1][CH2:2][C:3]1[C:11]([OH:12])=[CH:10][CH:9]=[C:8]2[C:4]=1[CH:5]=[CH:6][N:7]2[S:13]([C:16]1[CH:21]=[CH:20][CH:19]=[CH:18][CH:17]=1)(=[O:15])=[O:14]>C(Cl)Cl.[O-2].[O-2].[Mn+4]>[OH:12][C:11]1[CH:10]=[CH:9][C:8]2[N:7]([S:13]([C:16]3[CH:21]=[CH:20][CH:19]=[CH:18][CH:17]=3)(=[O:15])=[O:14])[CH:6]=[CH:5][C:4]=2[C:3]=1[CH:2]=[O:1] |f:2.3.4|. Procedure details: 4-(Hydroxymethyl)-1-(phenylsulfonyl)-1H-indol-5-ol (Intermediate 9, 439 mg, 1.45 mmol) was dissolved in dry DCM (25 mL) and manganese dioxide (0.75 g, 8.7 mmol) was added all in one portion. The reaction mixture was stirred for 2 hours at room temperature and the mixture was filtered through a pad of silica gel. The filtrate was washed with water (1×), dried (MgSO4) and evaporated to give 0.2 g of an orange solid. MS m/z 302 [M+H]+. Reactants: COC(=O)C1N2C(=O)C(N3C(=O)c4ccccc4C3=O)C2S(=O)C1(C)C, ClC(Cl)(Cl)Cl, O=S(Cl)Cl. Product: COC(=O)C1N2C(=O)C(N3C(=O)c4ccccc4C3=O)C2SCC1(C)O. Reaction SMILES: [C:1]1(=[O:26])[c:2]2[c:3]([cH:22][cH:23][cH:24][cH:25]2)[C:4](=[O:21])[N:5]1[CH:6]1[CH:7]2[N:8]([CH:9]([C:15](=[O:16])[O:17][CH3:18])[C:10]([CH3:13])([CH3:14])[S:11]2=[O:12])[C:19]1=[O:20].[C:31]([Cl:32])([Cl:33])([Cl:34])[Cl:35].[S:27](=[O:28])([Cl:29])[Cl:30]>>[C:1]1(=[O:26])[c:2]2[c:3]([cH:22][cH:23][cH:24][cH:25]2)[C:4](=[O:21])[N:5]1[CH:6]1[CH:7]2[N:8]([CH:9]([C:15](=[O:16])[O:17][CH3:18])[C:10]([CH3:14])([OH:28])[CH2:13][S:11]2)[C:19]1=[O:20].